This data is from the Open Reaction Database (ORD), a public repository of structured organic reaction records. The task is: describe an organic reaction: reactants, conditions, products, and yield The reactants are [Al+3], [H-], [H-], [H-], [H-], [Li+], C1CCOC1, CCOC(=O)N1CCN(C(c2ccccc2)c2ccccc2)CC1(C)Cc1ccc(OC)c(OC)c1. The product is COc1ccc(CC2(C)CN(C(c3ccccc3)c3ccccc3)CCN2C)cc1OC. RXN SMILES: [Al+3:38].[H-:37].[H-:40].[H-:41].[H-:42].[Li+:39].[O:43]1[CH2:44][CH2:45][CH2:46][CH2:47]1.[c:1]1([CH:7]([N:8]2[CH2:9][C:10]([CH2:19][c:20]3[cH:21][c:22]([O:28][CH3:29])[c:23]([O:26][CH3:27])[cH:24][cH:25]3)([CH3:30])[N:11]([C:14]([O:15][CH2:16][CH3:17])=[O:18])[CH2:12][CH2:13]2)[c:31]2[cH:32][cH:33][cH:34][cH:35][cH:36]2)[cH:2][cH:3][cH:4][cH:5][cH:6]1>>[c:1]1([CH:7]([N:8]2[CH2:9][C:10]([CH2:19][c:20]3[cH:21][c:22]([O:28][CH3:29])[c:23]([O:26][CH3:27])[cH:24][cH:25]3)([CH3:30])[N:11]([CH3:14])[CH2:12][CH2:13]2)[c:31]2[cH:32][cH:33][cH:34][cH:35][cH:36]2)[cH:2][cH:3][cH:4][cH:5][cH:6]1. Starting materials: CC(C)(C)OO, CCCCCCCCCC, CC(C)[O-], CC(C)[O-], CC(C)[O-], CC(C)[O-], ClC(Cl)Cl, CC(C)C(CO)Nc1nc(Cl)nc2c1SCC2, ClCCl, [NH4+], [OH-], O, [Ti+4]. Product: CC(C)C(CO)Nc1nc(Cl)nc2c1S(=O)CC2. Reaction SMILES: [C:19]([CH3:21])([CH3:22])([O:23][OH:20])[CH3:24].[CH3:34][CH2:35][CH2:36][CH2:37][CH2:38][CH2:39][CH2:40][CH2:41][CH2:42][CH3:43].[CH3:44][CH:45]([CH3:46])[O-:47].[CH3:49][CH:50]([CH3:51])[O-:52].[CH3:53][CH:54]([CH3:55])[O-:56].[CH3:57][CH:58]([CH3:59])[O-:60].[CH:27]([Cl:28])([Cl:29])[Cl:30].[Cl:2][c:3]1[n:4][c:5]([NH:12][CH:13]([CH2:14][OH:15])[CH:16]([CH3:17])[CH3:18])[c:6]2[c:7]([n:8]1)[CH2:9][CH2:10][S:11]2.[Cl:31][CH2:32][Cl:33].[NH4+:26].[OH-:25].[OH2:1].[Ti+4:48]>>[Cl:2][c:3]1[n:4][c:5]([NH:12][CH:13]([CH2:14][OH:15])[CH:16]([CH3:17])[CH3:18])[c:6]2[c:7]([n:8]1)[CH2:9][CH2:10][S:11]2=[O:23]. Run in CS(=O)C (dimethyl sulphoxide), ice water. Reaction conditions: temperature 120 celsius. Procedure details: 4 g. of the mixture of 2-chloro-6-hyroxybenzothiazole and 2-iodo-6-hydroxybenzothiazole obtained in Example 2 are added to a suspension of 3 g. potassium cyanide and 100 mg. 18-crown-6 in 150 ml. dimethyl sulphoxide heated to 120° C. and stirred at a bath temperature of 120° C. After a reaction time of 3 hours, the reaction mixture is poured in 1 liter of ice water and the solution obtained is acidified with dilute hydrochloric acid. Subsequently, it is extracted twice with 500 ml. amounts of di... Starting materials: C1COCCOCCOCCOCCOCCO1 (18-crown-6), ClC=1SC2=C(N1)C=CC(=C2)O (2-chloro-6-hyroxybenzothiazole), ClC=1SC2=C(N1)C=CC(=C2)O (2-Chloro-6-hydroxybenzothiazole), Cl (hydrochloric acid), [C-]#N.[K+] (potassium cyanide). The product is C(#N)C=1SC2=C(N1)C=CC(=C2)O (2-cyano-6-hydroxybenzothiazole). RXN SMILES: Cl[C:2]1[S:3][C:4]2[CH:10]=[C:9]([OH:11])[CH:8]=[CH:7][C:5]=2[N:6]=1.[C-:12]#[N:13].[K+].C1OCCOCCOCCOCCOCCOC1.Cl>CS(C)=O>[C:12]([C:2]1[S:3][C:4]2[CH:10]=[C:9]([OH:11])[CH:8]=[CH:7][C:5]=2[N:6]=1)#[N:13] |f:1.2|. Run at temperature -78 celsius, time 4 hour. Product: N(=[N+]=[N-])C1=NC=CC=C1 (2-azidopyridine). Reaction SMILES: [N-:1]=[N+:2]=[N-:3].[Na+].[O-]S(C(F)(F)F)(=O)=O.F[N+:14]1[CH:19]=[CH:18][CH:17]=[CH:16][CH:15]=1>CO>[N:1]([C:15]1[CH:16]=[CH:17][CH:18]=[CH:19][N:14]=1)=[N+:2]=[N-:3] |f:0.1,2.3|. Isolated yield 82.3%. Procedure: Sodium azide (390 mg) was dissolved in 30 ml of methanol and cooled at −78° C., 6.0 ml of a methanolic solution of 740 mg of 1-fluoropyridinium triflate was dropped thereinto and the mixture was stirred for 4 hours. The solvent was evaporated in vacuo and the residue washed with 50 ml of diethyl ether to give 296 mg of the title compound in an ark oily crude product. Starting materials: methanolic solution, [O-]S(=O)(=O)C(F)(F)F.F[N+]1=CC=CC=C1 (1-fluoropyridinium triflate), [N-]=[N+]=[N-].[Na+] (Sodium azide). Solvent: CO (methanol). Reactants: C([O-])([O-])=O.[K+].[K+] (potassium carbonate), FC(C(CC(=O)OCC)=O)(F)F (ethyl 4,4,4-trifluoroacetoacetate), C(C(=O)O)(=O)O.C(C)NN (ethylhydrazine oxalate). Run in C(C)O (ethanol). Conditions: time 45 minute. Product: C(C)N1N=C(C=C1O)C(F)(F)F (1-Ethyl-5-hydroxy-3-(trifluoromethyl)pyrazole). RXN SMILES: C(=O)([O-])[O-].[K+].[K+].[F:7][C:8]([F:18])([F:17])[C:9](=O)[CH2:10][C:11]([O:13]CC)=O.C(O)(=O)C(O)=O.[CH2:25]([NH:27][NH2:28])[CH3:26]>C(O)C>[CH2:25]([N:27]1[C:11]([OH:13])=[CH:10][C:9]([C:8]([F:7])([F:17])[F:18])=[N:28]1)[CH3:26] |f:0.1.2,4.5|. Procedure: A mixture of 45.0 g of potassium carbonate and 50.0 g (272 mmol) of ethyl 4,4,4-trifluoroacetoacetate in 300 mL of ethanol was cooled with a salt/ice bath to about 0° C. and to this ethylhydrazine oxalate (44.9 g, 299 mmol) was added with a spatula with stirring. After 45 min (minutes) at about 0° C., the mixture was allowed to warm to ambient temperature and stir for 1 hour. It was then heated to reflux overnights The mixture was concentrated by evaporation under reduced pressure and the residu... Yields the product CC1(c2ccc3cc(OC4CC5CCC4C5)ccc3c2)COC(=O)N1. Starting materials: OC1CC2CCC1C2, CC(C)OC(=O)N=NC(=O)OC(C)C, CC1(c2ccc3cc(O)ccc3c2)COC(=O)N1, c1ccc(P(c2ccccc2)c2ccccc2)cc1. Reaction SMILES: [CH:19]12[CH:20]([OH:26])[CH2:21][CH:22]([CH2:23][CH2:24]1)[CH2:25]2.[O:46]=[C:47]([O:48][CH:49]([CH3:50])[CH3:51])[N:52]=[N:53][C:54]([O:55][CH:56]([CH3:57])[CH3:58])=[O:59].[OH:1][c:2]1[cH:3][c:4]2[cH:5][cH:6][c:7]([C:12]3([CH3:18])[NH:13][C:14](=[O:17])[O:15][CH2:16]3)[cH:8][c:9]2[cH:10][cH:11]1.[c:27]1([P:28]([c:29]2[cH:30][cH:31][cH:32][cH:33][cH:34]2)[c:35]2[cH:36][cH:37][cH:38][cH:39][cH:40]2)[cH:41][cH:42][cH:43][cH:44][cH:45]1>>[O:1]([c:2]1[cH:3][c:4]2[cH:5][cH:6][c:7]([C:12]3([CH3:18])[NH:13][C:14](=[O:17])[O:15][CH2:16]3)[cH:8][c:9]2[cH:10][cH:11]1)[CH:20]1[CH:19]2[CH2:24][CH2:23][CH:22]([CH2:21]1)[CH2:25]2. Product: CCOC(=O)C(NC(C)=O)C(C)N. The reactants are [BH3-]C#N, CCOC(=O)C(NC(C)=O)=C(C)N, CO, [Na+]. As a reaction SMILES: [C:14]([BH3-:15])#[N:16].[C:1]([CH3:2])(=[O:3])[NH:4][C:5]([C:6](=[O:7])[O:8][CH2:9][CH3:10])=[C:11]([CH3:12])[NH2:13].[CH3:18][OH:19].[Na+:17]>>[C:1]([CH3:2])(=[O:3])[NH:4][CH:5]([C:6](=[O:7])[O:8][CH2:9][CH3:10])[CH:11]([CH3:12])[NH2:13].